From a dataset of the Open Reaction Database (ORD), a public repository of structured organic reaction records. describe an organic reaction: reactants, conditions, products, and yield Reactants: O=C([O-])[O-], CC1CN(Cc2ccc(-c3cccnc3N3CCC4(CC3)OCCO4)nc2)CC(C)N1, [Na+], [Na+], O, O=S(=O)(O)O. Product: CC1CN(Cc2ccc(-c3cccnc3N3CCC(=O)CC3)nc2)CC(C)N1. RXN SMILES: [C:37](=[O:38])([O-:39])[O-:40].[CH3:1][CH:2]1[CH2:3][N:4]([CH2:9][c:10]2[cH:11][cH:12][c:13](-[c:16]3[c:17]([N:22]4[CH2:23][CH2:24][C:25]5([O:26][CH2:29][CH2:28][O:27]5)[CH2:30][CH2:31]4)[n:18][cH:19][cH:20][cH:21]3)[n:14][cH:15]2)[CH2:5][CH:6]([CH3:8])[NH:7]1.[Na+:41].[Na+:42].[OH2:43].[S:32](=[O:33])(=[O:34])([OH:35])[OH:36]>>[CH3:1][CH:2]1[CH2:3][N:4]([CH2:9][c:10]2[cH:11][cH:12][c:13](-[c:16]3[c:17]([N:22]4[CH2:23][CH2:24][C:25](=[O:26])[CH2:30][CH2:31]4)[n:18][cH:19][cH:20][cH:21]3)[n:14][cH:15]2)[CH2:5][CH:6]([CH3:8])[NH:7]1. The reactants are C(C=C)Br (allyl bromide), COC1(C(NC2=CC=CC=C12)=O)OC (3,3-dimethoxyindolin-2-one), [H-].[Na+] (sodium hydride). Run in CN(C=O)C (N,N-dimethylformamide), CN(C=O)C (N,N-dimethylformamide). Conditions: time 30 minute. The product is C(C=C)N1C(C(C2=CC=CC=C12)(OC)OC)=O (1-Allyl-3,3-dimethoxyindolin-2-one). Yield: 90.0%. Reaction SMILES: [CH3:1][O:2][C:3]1([O:13][CH3:14])[C:11]2[C:6](=[CH:7][CH:8]=[CH:9][CH:10]=2)[NH:5][C:4]1=[O:12].[H-].[Na+].[CH2:17](Br)[CH:18]=[CH2:19]>CN(C)C=O>[CH2:19]([N:5]1[C:6]2[C:11](=[CH:10][CH:9]=[CH:8][CH:7]=2)[C:3]([O:13][CH3:14])([O:2][CH3:1])[C:4]1=[O:12])[CH:18]=[CH2:17] |f:1.2|. Procedure: A solution of 3.86 g of 3,3-dimethoxyindolin-2-one in 30 ml of N,N-dimethylformamide was added dropwise to a suspension of 1.2 g of sodium hydride (60%) in 40 ml of N,N-dimethylformamide at 0° C. in a nitrogen stream. After the mixture was stirred at that temperature for 30 minutes, 2.60 ml of allyl bromide was added thereto. The resulting mixture was stirred for 1 hour and then concentrated. Chloroform was added to the residue, and the mixture was washed with an aqueous solution of sodium chlor... The reactants are CN, COC(=O)C(C)Oc1cccc2ncnc(Nc3ccc4c(cnn4Cc4cscn4)c3)c12. Product: CNC(=O)C(C)Oc1cccc2ncnc(Nc3ccc4c(cnn4Cc4cscn4)c3)c12. Reaction SMILES: [CH3:34][NH2:35].[s:1]1[cH:2][n:3][c:4]([CH2:6][n:7]2[n:8][cH:9][c:10]3[cH:11][c:12]([NH:16][c:17]4[n:18][cH:19][n:20][c:21]5[cH:22][cH:23][cH:24][c:25]([O:27][CH:28]([C:29]([O:31][CH3:30])=[O:32])[CH3:33])[c:26]45)[cH:13][cH:14][c:15]23)[cH:5]1>>[s:1]1[cH:2][n:3][c:4]([CH2:6][n:7]2[n:8][cH:9][c:10]3[cH:11][c:12]([NH:16][c:17]4[n:18][cH:19][n:20][c:21]5[cH:22][cH:23][cH:24][c:25]([O:27][CH:28]([C:29](=[O:31])[NH:35][CH3:34])[CH3:33])[c:26]45)[cH:13][cH:14][c:15]23)[cH:5]1. The reactants are O (H2O), C(C)(C)(C)OC(=O)N1CCC(CC1)CO (1-t-butoxycarbonyl-4-hydroxymethylpiperidine), IC (iodomethane), [H-].[Na+] (NaH). Solvent: CN(C)C=O (DMF). Reaction conditions: time 2 hour. Product: COCC1CCNCC1 (4-(Methoxymethyl)piperidine). Reaction SMILES: C(OC([N:8]1[CH2:13][CH2:12][CH:11]([CH2:14][OH:15])[CH2:10][CH2:9]1)=O)(C)(C)C.I[CH3:17].[H-].[Na+].O>CN(C=O)C>[CH3:17][O:15][CH2:14][CH:11]1[CH2:10][CH2:9][NH:8][CH2:13][CH2:12]1 |f:2.3|. Reported procedure: To a solution of 0.1 g (0.46 mmol) of 1-t-butoxycarbonyl-4-hydroxymethylpiperidine and 0.1 mL (1.6 mmol) of iodomethane in 2.5 mL of DMF was added 0.022 g (0.92 mmol) of NaH (80% dispersion in mineral oil). After 2 h, 10 mL of H2O was added to the reaction mixture and it was extracted with ether. The combined organic fractions were washed with sat'd NaCl solution, dried over MgSO4, filtered and the filtrate was concentrated. The residue was purified by chromatography (silica, hexanes:ethyl aceta... The reactants are C(C)(C)N(C(C)C)CC (N,N-diisopropylethylamine), Cl.NC(CNC(CN1N=C(N(C1=O)C[C@@H](C(F)(F)F)O)C1=CC=C(C=C1)Cl)=O)C1=CC(=CC=C1)C(F)(F)F (N-{2-Amino-2-[3-(trifluoromethyl)phenyl]ethyl}-2-{3-(4-chlorophenyl)-5-oxo-4-[(2S)-3,3,3-trifluoro-2-hydroxypropyl]-4,5-dihydro-1H-1,2,4-triazol-1-yl}acetamide hydrochloride), C(C)(=O)OC(C)=O (acetic anhydride). Solvent: ClCCl (dichloromethane). Conditions: temperature 0 celsius, time 1 hour. The product is C(C)(=O)NC(CNC(CN1N=C(N(C1=O)C[C@@H](C(F)(F)F)O)C1=CC=C(C=C1)Cl)=O)C1=CC(=CC=C1)C(F)(F)F (N-{2-Acetamido-2-[3-(trifluoromethyl)phenyl]ethyl}-2-{3-(4-chlorophenyl)-5-oxo-4-[(2S)-3,3,3-trifluoro-2-hydroxypropyl]-4,5-dihydro-1H-1,2,4-triazol-1-yl}acetamide). RXN SMILES: C(N(CC)C(C)C)(C)C.Cl.[NH2:11][CH:12]([C:38]1[CH:43]=[CH:42][CH:41]=[C:40]([C:44]([F:47])([F:46])[F:45])[CH:39]=1)[CH2:13][NH:14][C:15](=[O:37])[CH2:16][N:17]1[C:21](=[O:22])[N:20]([CH2:23][C@H:24]([OH:29])[C:25]([F:28])([F:27])[F:26])[C:19]([C:30]2[CH:35]=[CH:34][C:33]([Cl:36])=[CH:32][CH:31]=2)=[N:18]1.[C:48](OC(=O)C)(=[O:50])[CH3:49]>ClCCl>[C:48]([NH:11][CH:12]([C:38]1[CH:43]=[CH:42][CH:41]=[C:40]([C:44]([F:47])([F:46])[F:45])[CH:39]=1)[CH2:13][NH:14][C:15](=[O:37])[CH2:16][N:17]1[C:21](=[O:22])[N:20]([CH2:23][C@H:24]([OH:29])[C:25]([F:28])([F:27])[F:26])[C:19]([C:30]2[CH:31]=[CH:32][C:33]([Cl:36])=[CH:34][CH:35]=2)=[N:18]1)(=[O:50])[CH3:49] |f:1.2|. Reported procedure: 20 μl (0.11 mmol) of N,N-diisopropylethylamine were added to a solution of 60 mg (0.10 mmol) of the compound of Example 58A in 1 ml of dichloromethane. The mixture was cooled to 0° C., 10 μl (0.10 mmol) of acetic anhydride were then added and stirring was continued at 0° C. for 1 h. The volatile components were then removed on a rotary evaporator. The residue was dissolved in a little DMSO and separated by preparative HPLC [Method 8]. The product-containing fraction was freed from the solvent on... Starting materials: NC1=CC=C(C=C1)C1=C(C=C(C=C1)F)F (4-amino-2',4'-difluorobiphenyl), Cu2Cl2, [Li+].[Cl-] (LiCl), C(C)OC(C(=C(C)C1=CC=C(C=C1)C1=C(C=C(C=C1)F)F)Cl)=O (2-chloro-3-(2',4'-difluoro-4-biphenylyl)-2-butenoic acid ethyl ester), Cl (hydrochloric acid), N(=O)[O-].[Na+] (NaNO2), C(C)OC(\C=C\C)=O (crotonic acid ethyl ester). The reagents and catalysts are [Zn] (zinc). The solvent is CC(=O)C (acetone), C(C)(=O)O (acetic acid), O (water), C(C)(=O)O (acetic acid). Conditions: time 14 hour. Product: C(C)OC(C=C(C)C1=CC=C(C=C1)C1=C(C=C(C=C1)F)F)=O (3-(2',4'-difluoro-4-biphenylyl)-2-butenoic acid ethyl ester). RXN SMILES: NC1C=CC(C2C=CC(F)=CC=2F)=CC=1.Cl.N([O-])=O.[Na+].[Li+].[Cl-].C(OC(=O)/C=C/C)C.[CH2:31]([O:33][C:34](=[O:53])[C:35](Cl)=[C:36]([C:38]1[CH:43]=[CH:42][C:41]([C:44]2[CH:49]=[CH:48][C:47]([F:50])=[CH:46][C:45]=2[F:51])=[CH:40][CH:39]=1)[CH3:37])[CH3:32]>[Zn].C(O)(=O)C.CC(C)=O.O>[CH2:31]([O:33][C:34](=[O:53])[CH:35]=[C:36]([C:38]1[CH:43]=[CH:42][C:41]([C:44]2[CH:49]=[CH:48][C:47]([F:50])=[CH:46][C:45]=2[F:51])=[CH:40][CH:39]=1)[CH3:37])[CH3:32] |f:2.3,4.5|. Procedure details: 20.5 g. of 4-amino-2',4'-difluorobiphenyl are dissolved in a mixture of 25 ml. of 35% hydrochloric acid, 50 ml. of acetic acid and 120 ml. of water. The solution is cooled to 0° and 6.9 g. of NaNO2 are added in portions. Subsequently, a solution of 1.5 g. of Cu2Cl2, 0.9 g. of LiCl and 100 g. of crotonic acid ethyl ester in 900 ml. of acetone is added drop-wise at -10° to the stirred mixture under a N2 atmosphere. The mixture is stirred for 4 hours more at 0°-5° and for 14 hours at 20° and extrac...